Dataset: the Open Reaction Database (ORD), a public repository of structured organic reaction records. Task: describe an organic reaction: reactants, conditions, products, and yield The reactants are CC1=C(NC(C=2C(O)=CC=CC2)=O)C=CC=C1 (2'-methyl salicylanilide), solution, II (iodine). Run in C(C)(=O)O (acetic acid), C(C)(=O)O (acetic acid). Product: IC1=CC=C(C(C(=O)NC2=C(C=CC=C2)C)=C1)O (5-iodo-2'-methyl salicylanilide). RXN SMILES: [CH3:1][C:2]1[CH:17]=[CH:16][CH:15]=[CH:14][C:3]=1[NH:4][C:5](=[O:13])[C:6]1[C:7](=[CH:9][CH:10]=[CH:11][CH:12]=1)[OH:8].[I:18]I>C(O)(=O)C>[I:18][C:11]1[CH:12]=[C:6]([C:5]([NH:4][C:3]2[CH:14]=[CH:15][CH:16]=[CH:17][C:2]=2[CH3:1])=[O:13])[C:7]([OH:8])=[CH:9][CH:10]=1. Reported procedure: 45.4 g. of 2'-methyl salicylanilide are dissolved in about 170.0 g. of glacial acetic acid. A solution 50.8 g. of iodine in 20 g. of glacial acetic acid is added, drop by drop, to said solution with agitation and moderately cooling. After said reaction is completed, 70.6 g. of 5-iodo-2'-methyl salicylanilide are obtained by filtration. Said compound is dissolved in 500 cc. of glacial acetic acid and 150 g. of ethyl acetate. 7.0 g. of chlorine are introduced into said solution under existence of ... Reactants: C(#N)C1=C(C(=O)OC)C=CC=C1 (Methyl 2-cyanobenzoate), [N-]=[N+]=[N-].[Na+] (sodium azide), [Cl-].[NH4+] (ammonium chloride). Run at time 20 hour. The product is N=1NN=NC1C1=C(C(=O)OC)C=CC=C1 (Methyl 2-(5-2H-tetrazolyl)benzoate). Reaction SMILES: [C:1]([C:3]1[CH:12]=[CH:11][CH:10]=[CH:9][C:4]=1[C:5]([O:7][CH3:8])=[O:6])#[N:2].[N-:13]=[N+:14]=[N-:15].[Na+].[Cl-].[NH4+]>>[N:2]1[NH:13][N:14]=[N:15][C:1]=1[C:3]1[CH:12]=[CH:11][CH:10]=[CH:9][C:4]=1[C:5]([O:7][CH3:8])=[O:6] |f:1.2,3.4|. Procedure: Methyl 2-cyanobenzoate (54 g, 0.33 mole) in D.M.F. (165 ml) was treated with sodium azide (23.4 g, 0.36 mole) and ammonium chloride (19.3 g, 0.36 mole). After the reaction mixture had been stirred on the steam bath for 20 hrs., the D.M.F. was removed under reduced pressure and the residue dissolved in water (200 ml). The solution was filtered, cooled in ice and acidified to give a white precipitate which was filtered, washed with water and dried. This gave methyl 2-(5-2H-tetrazolyl)benzoate, M.P... Reactants: COC(=O)C1=C(OS(=O)(=O)C(F)(F)F)CCC2(C1)OCC[OH+]2, CN(C)C=O, OB(O)c1cc(F)c(F)cc1F, [Na+], [Na+], O=C([O-])[O-]. Yields the product COC(=O)C1=C(c2cc(F)c(F)cc2F)CCC2(C1)OCCO2. As a reaction SMILES: [CH3:1][O:2][C:3](=[O:4])[C:5]1=[C:14]([O:15][S:16]([C:17]([F:18])([F:19])[F:20])(=[O:21])=[O:22])[CH2:13][CH2:12][C:7]2([CH2:6]1)[O:8][CH2:9][CH2:10][OH+:11]2.[CH3:41][N:42]([CH3:43])[CH:44]=[O:45].[F:29][c:30]1[c:31]([B:38]([OH:39])[OH:40])[cH:32][c:33]([F:37])[c:34]([F:36])[cH:35]1.[Na+:23].[Na+:24].[O-:25][C:26](=[O:27])[O-:28]>>[CH3:1][O:2][C:3](=[O:4])[C:5]1=[C:14]([c:31]2[c:30]([F:29])[cH:35][c:34]([F:36])[c:33]([F:37])[cH:32]2)[CH2:13][CH2:12][C:7]2([CH2:6]1)[O:8][CH2:9][CH2:10][O:11]2. Yields the product C1(CCCC1)C[C@H](CN(C=O)O)C(=O)NNC1=NC(=NC(=C1F)NCC1=NC=CC=C1)C ([(2R)-2-(cyclopentylmethyl)-3-(2-{5-fluoro-2-methyl-6-[(2-pyridinylmethyl)amino]-4-pyrimidinyl}hydrazino)-3-oxopropyl]hydroxyformamide). Isolated yield 27.8%. Procedure: [(2R)-2-(Cyclopentylmethyl)-3-(2-{5-fluoro-2-methyl-6-[(2-pyridinylmethyl)amino]-4-pyrimidinyl}hydrazino)-3-oxopropyl][(phenylmethyl)oxy]formamide (0.0999 g, 0.1867 mmol) was dissolved in 10 mL of MeOH, degassed and placed under nitrogen. Then 10% Pd(C) (0.025 g) was added and the contents were degassed and stirred under a hydrogen balloon for 2.75 h. The contents were then degassed and filtered through an Acrodisc (CR PTFE 0.45 μm). The resulting filtrate was concentrated and purified by RP-HPL... As a reaction SMILES: [CH:1]1([CH2:6][C@@H:7]([C:20]([NH:22][NH:23][C:24]2[C:29]([F:30])=[C:28]([NH:31][CH2:32][C:33]3[CH:38]=[CH:37][CH:36]=[CH:35][N:34]=3)[N:27]=[C:26]([CH3:39])[N:25]=2)=[O:21])[CH2:8][N:9]([O:12]CC2C=CC=CC=2)[CH:10]=[O:11])[CH2:5][CH2:4][CH2:3][CH2:2]1>CO>[CH:1]1([CH2:6][C@@H:7]([C:20]([NH:22][NH:23][C:24]2[C:29]([F:30])=[C:28]([NH:31][CH2:32][C:33]3[CH:38]=[CH:37][CH:36]=[CH:35][N:34]=3)[N:27]=[C:26]([CH3:39])[N:25]=2)=[O:21])[CH2:8][N:9]([OH:12])[CH:10]=[O:11])[CH2:5][CH2:4][CH2:3][CH2:2]1. Starting materials: C1(CCCC1)C[C@H](CN(C=O)OCC1=CC=CC=C1)C(=O)NNC1=NC(=NC(=C1F)NCC1=NC=CC=C1)C ([(2R)-2-(Cyclopentylmethyl)-3-(2-{5-fluoro-2-methyl-6-[(2-pyridinylmethyl)amino]-4-pyrimidinyl}hydrazino)-3-oxopropyl][(phenylmethyl)oxy]formamide). Run at time 2.75 hour. Solvent: CO (MeOH). The reactants are C(N)(=O)C1=CC=CC=2N=C(OC21)C2=CC=C(CCN(C(OCC1=CC=CC=C1)=O)C)C=C2 (benzyl 4-(7-carbamoylbenzo[d]oxazol-2-yl)phenethyl(methyl)carbamate), C=O (paraformaldehyde), [H][H] (hydrogen). Reagents/catalysts: [Pd] (Pd/C). Solvent: CO (methanol). The product is CN(CCC1=CC=C(C=C1)C=1OC2=C(N1)C=CC=C2C(=O)N)C (2-(4-(2-(dimethylamino)ethyl)phenyl)benzo[d]oxazole-7-carboxamide). Isolated yield 46.8%. Reaction SMILES: [C:1]([C:4]1[C:12]2[O:11][C:10]([C:13]3[CH:32]=[CH:31][C:16]([CH2:17][CH2:18][N:19]([CH3:30])[C:20](=O)OCC4C=CC=CC=4)=[CH:15][CH:14]=3)=[N:9][C:8]=2[CH:7]=[CH:6][CH:5]=1)(=[O:3])[NH2:2].C=O.[H][H]>CO.[Pd]>[CH3:30][N:19]([CH3:20])[CH2:18][CH2:17][C:16]1[CH:15]=[CH:14][C:13]([C:10]2[O:11][C:12]3[C:4]([C:1]([NH2:2])=[O:3])=[CH:5][CH:6]=[CH:7][C:8]=3[N:9]=2)=[CH:32][CH:31]=1. Procedure details: A mixture of benzyl 4-(7-carbamoylbenzo[d]oxazol-2-yl)phenethyl(methyl)carbamate (30 mg, 0.069 mmol), paraformaldehyde (4 mg, 0.14 mmol), and 10% Pd/C (10 mg) in methanol (10 ml) was stirred at room temperature over 1 atm of hydrogen for 4 h. Then the mixture solution was filtered and the filtrate was evaporated under reduced pressure. The residue was purified by prep-HPLC to obtain 2-(4-(2-(dimethylamino)ethyl)phenyl)benzo[d]oxazole-7-carboxamide (10 mg, yield 48%). 1H-NMR (400 MHz, CD3OD) δ (p...